This data is from the Open Reaction Database (ORD), a public repository of structured organic reaction records. The task is: describe an organic reaction: reactants, conditions, products, and yield As a reaction SMILES: [CH3:1][C:2]1[CH:19]=[CH:18][C:5]([NH:6][C:7]2[S:8][C:9]3[N:17]=[CH:16][CH:15]=[CH:14][C:10]=3[C:11](=[O:13])[N:12]=2)=[CH:4][CH:3]=1.[H-].[Li+].Cl.[CH2:23]([N:25]([CH2:29][CH3:30])[CH2:26][CH2:27][Cl:28])[CH3:24]>>[ClH:28].[CH2:23]([N:25]([CH2:29][CH3:30])[CH2:26][CH2:27][N:12]1[C:11](=[O:13])[C:10]2[CH:14]=[CH:15][CH:16]=[N:17][C:9]=2[S:8][C:7]1=[N:6][C:5]1[CH:18]=[CH:19][C:2]([CH3:1])=[CH:3][CH:4]=1)[CH3:24] |f:1.2,3.4,5.6|. Reactants: CC1=CC=C(NC=2SC3=C(C(N2)=O)C=CC=N3)C=C1 (2-(4-methylanilino)-4H-pyrido[3,2-e]-1,3-thiazin-4-one), [H-].[Li+] (lithium hydride), Cl.C(C)N(CCCl)CC (2-diethylaminoethylchloride hydrochloride). Yields the product Cl.C(C)N(CCN1C(SC2=C(C1=O)C=CC=N2)=NC2=CC=C(C=C2)C)CC (3-(2-diethylaminoethyl)-2,3-dihydro-2-[(4-methylphenyl)imino]-4H-pyrido[3,2-e]-1,3-thiazin-4-one monohydrochloride). Yield: 41.1%. Procedure details: The reaction procedure of Example 11 was followed except that 900 mg (3.34 mmol) of 2-(4-methylanilino)-4H-pyrido[3,2-e]-1,3-thiazin-4-one, 54 mg of lithium hydride and 633 mg of 2-diethylaminoethylchloride hydrochloride were used. The resulting residue was then purified through silica gel column chromatography (eluant: chloroform-3% methanol). The resulting compound was then recrystallized from a mixture of ether and hexane containing 4 N hydrogen hydride in dioxane to obtain 556 mg of 3-(2-die... Starting materials: O1CCC(CC1)CN1C=C(C2=CC(=CC=C12)C(=O)O)C(=O)C1C(C1(C)C)(C)C (1-(tetrahydro-2H-pyran-4-ylmethyl)-3-[(2,2,3,3-tetramethylcyclopropyl)carbonyl]-1H-indole-5-carboxylic acid), CN (methylamine), product, C(=O)(N1C=NC=C1)N1C=NC=C1 (1,1′-carbonyldimidazole). Solvent: CCOC(=O)C (EtOAc), C1CCOC1 (THF). The product is CNC(=O)C=1C=C2C(=CN(C2=CC1)CC1CCOCC1)C(=O)C1C(C1(C)C)(C)C (N-methyl-1-(tetrahydro-2H-pyran-4-ylmethyl)-3-[(2,2,3,3-tetramethylcyclopropyl)carbonyl]-1H-indole-5-carboxamide). Yield: 14.0%. Reaction SMILES: [O:1]1[CH2:6][CH2:5][CH:4]([CH2:7][N:8]2[C:16]3[C:11](=[CH:12][C:13]([C:17](O)=[O:18])=[CH:14][CH:15]=3)[C:10]([C:20]([CH:22]3[C:24]([CH3:26])([CH3:25])[C:23]3([CH3:28])[CH3:27])=[O:21])=[CH:9]2)[CH2:3][CH2:2]1.[C:29](N1C=CN=C1)([N:31]1C=CN=C1)=O.CN>CCOC(C)=O.C1COCC1>[CH3:29][NH:31][C:17]([C:13]1[CH:12]=[C:11]2[C:16](=[CH:15][CH:14]=1)[N:8]([CH2:7][CH:4]1[CH2:5][CH2:6][O:1][CH2:2][CH2:3]1)[CH:9]=[C:10]2[C:20]([CH:22]1[C:23]([CH3:28])([CH3:27])[C:24]1([CH3:25])[CH3:26])=[O:21])=[O:18]. Procedure: A mixture 1-(tetrahydro-2H-pyran-4-ylmethyl)-3-[(2,2,3,3-tetramethylcyclopropyl)carbonyl]-1H-indole-5-carboxylic acid (0.10 g, 0.26 mmol, the minor product of Example 114B), 1,1′-carbonyldimidazole (55 mg, 0.34 mmol) and methylamine (2 M solution in THF, 0.2 mL, 0.4 mmol) in 4 mL of EtOAc and 3 mL of THF was processed as described in Example 93 to provide the title compound (14 mg, 0.035 mmol, 14% yield). 1H NMR (DMSO-d6, 300 MHz) δ ppm 1.27 (s, 12H), 1.30-1.46 (m, 4H), 2.03-2.17 (m, 1H), 2.22 (...